This data is from the Open Reaction Database (ORD), a public repository of structured organic reaction records. The task is: describe an organic reaction: reactants, conditions, products, and yield Starting materials: CC(=O)Nc1nc2cnc(N(c3cccc(N(C(=O)[O-])C(C)(C)C)c3)C3CC3)nc2s1, COc1ccccc1, O=C(O)C(F)(F)F. Yields the product CC(=O)Nc1nc2cnc(N(c3cccc(N)c3)C3CC3)nc2s1. Reaction SMILES: [C:1]([N:5]([C:2](=[O:3])[O-:4])[c:9]1[cH:10][c:11]([N:15]([CH:16]2[CH2:17][CH2:18]2)[c:19]2[n:20][cH:21][c:22]3[c:23]([n:24]2)[s:25][c:26]([NH:28][C:29]([CH3:30])=[O:31])[n:27]3)[cH:12][cH:13][cH:14]1)([CH3:6])([CH3:7])[CH3:8].[CH3:32][O:33][c:34]1[cH:35][cH:36][cH:37][cH:38][cH:39]1.[OH:40][C:41]([C:42]([F:43])([F:44])[F:45])=[O:46]>>[NH2:5][c:9]1[cH:10][c:11]([N:15]([CH:16]2[CH2:17][CH2:18]2)[c:19]2[n:20][cH:21][c:22]3[c:23]([n:24]2)[s:25][c:26]([NH:28][C:29]([CH3:30])=[O:31])[n:27]3)[cH:12][cH:13][cH:14]1. The product is Cc1nc(N)nc(-c2cccnc2Nc2cnc(Cl)c(NS(=O)(=O)C3CC3)c2)n1. Reaction SMILES: [CH2:41]1[O:42][CH2:43][CH2:44][CH2:45]1.[CH3:31][Si:32]([N-:33][Si:34]([CH3:35])([CH3:36])[CH3:37])([CH3:38])[CH3:39].[Cl-:46].[F:16][c:17]1[n:18][cH:19][cH:20][cH:21][c:22]1-[c:23]1[n:24][c:25]([NH2:30])[n:26][c:27]([CH3:29])[n:28]1.[NH2:1][c:2]1[cH:3][c:4]([NH:9][S:10](=[O:11])(=[O:12])[CH:13]2[CH2:14][CH2:15]2)[c:5]([Cl:8])[n:6][cH:7]1.[NH4+:47].[Na+:40].[O:48]=[CH:49][N:50]([CH3:51])[CH3:52]>>[NH:1]([c:2]1[cH:3][c:4]([NH:9][S:10](=[O:11])(=[O:12])[CH:13]2[CH2:14][CH2:15]2)[c:5]([Cl:8])[n:6][cH:7]1)[c:17]1[n:18][cH:19][cH:20][cH:21][c:22]1-[c:23]1[n:24][c:25]([NH2:30])[n:26][c:27]([CH3:29])[n:28]1. The reactants are C1CCOC1, C[Si](C)(C)[N-][Si](C)(C)C, [Cl-], Cc1nc(N)nc(-c2cccnc2F)n1, Nc1cnc(Cl)c(NS(=O)(=O)C2CC2)c1, [NH4+], [Na+], CN(C)C=O.